This data is from the Open Reaction Database (ORD), a public repository of structured organic reaction records. The task is: describe an organic reaction: reactants, conditions, products, and yield The reactants are FC=1C=C2C(=CN(C2=CC1)C)C(=O)O (5-fluoro-1-methyl-1H-indole-3-carboxylic acid), F[B-](F)(F)F.N1(N=NC2=C1C=CC=C2)OC(=[N+](C)C)N(C)C (O-(1H-benzotriazol-1-yl)-N,N,N′,N′-tetramethyluronium tetrafluoroborate), CC1N(CCCC1)CCCOC1=CC=C(C=C1)N1CCNCC1 (1-{4-[3-(2-methylpiperidin-1-yl)propoxy]phenyl}piperazine). Run in CN(C)C=O (DMF), C(C)(C)N(CC)C(C)C (diisopropylethylamine), CN(C)C=O (DMF). Conditions: time 18 hour. Yields the product FC=1C=C2C(=CN(C2=CC1)C)C(=O)N1CCN(CC1)C1=CC=C(C=C1)OCCCN1C(CCCC1)C (5-Fluoro-1-methyl-3-[(4-{4-[3-(2-methylpiperidin-1-yl)propoxy]phenyl}piperazin-1-yl)carbonyl]-1H-indole). The yield is 45.4%. RXN SMILES: [F:1][C:2]1[CH:3]=[C:4]2[C:8](=[CH:9][CH:10]=1)[N:7]([CH3:11])[CH:6]=[C:5]2[C:12]([OH:14])=O.F[B-](F)(F)F.N1(OC(N(C)C)=[N+](C)C)C2C=CC=CC=2N=N1.[CH3:37][CH:38]1[CH2:43][CH2:42][CH2:41][CH2:40][N:39]1[CH2:44][CH2:45][CH2:46][O:47][C:48]1[CH:53]=[CH:52][C:51]([N:54]2[CH2:59][CH2:58][NH:57][CH2:56][CH2:55]2)=[CH:50][CH:49]=1>CN(C=O)C.C(N(C(C)C)CC)(C)C>[F:1][C:2]1[CH:3]=[C:4]2[C:8](=[CH:9][CH:10]=1)[N:7]([CH3:11])[CH:6]=[C:5]2[C:12]([N:57]1[CH2:58][CH2:59][N:54]([C:51]2[CH:50]=[CH:49][C:48]([O:47][CH2:46][CH2:45][CH2:44][N:39]3[CH2:40][CH2:41][CH2:42][CH2:43][CH:38]3[CH3:37])=[CH:53][CH:52]=2)[CH2:55][CH2:56]1)=[O:14] |f:1.2|. Procedure details: A solution of 5-fluoro-1-methyl-1H-indole-3-carboxylic acid (19.3 mg) and O-(1H-benzotriazol-1-yl)-N,N,N′,N′-tetramethyluronium tetrafluoroborate (TBTU) (56 mg) in DMF (1 ml) and diisopropylethylamine (0.035 ml) was stirred for 10 min before 1-{4-[3-(2-methylpiperidin-1-yl)propoxy]phenyl}piperazine (E76b) (21.3 mg) in DMF (0.5 ml) was added. The mixture was stirred for 18 h and then concentrated under reduced pressure. The residue was purified by SPE ion exchange chromatography on an SCX-2 cartr... The reactants are [H][H] (hydrogen), C(C)(C)(C)C1=C(OC2=NC(=CC=C2[N+](=O)[O-])OC)C=CC=C1 (2-(2-tert-Butyl-phenoxy)-6-methoxy-3-nitro-pyridine), C(C)(=O)OCC (ethyl acetate). Reagents/catalysts: [Pd] (palladium on charcoal). Solvent: CO (methanol). Reaction conditions: time 30 minute. Yields the product C(C)(C)(C)C1=C(OC2=NC(=CC=C2N)OC)C=CC=C1 (2-(2-tert-Butyl-phenoxy)-6-methoxy-pyridin-3-ylamine), solution. Yield: 96.0%. Reaction SMILES: [C:1]([C:5]1[CH:22]=[CH:21][CH:20]=[CH:19][C:6]=1[O:7][C:8]1[C:13]([N+:14]([O-])=O)=[CH:12][CH:11]=[C:10]([O:17][CH3:18])[N:9]=1)([CH3:4])([CH3:3])[CH3:2].C(OCC)(=O)C.[H][H]>[Pd].CO>[C:1]([C:5]1[CH:22]=[CH:21][CH:20]=[CH:19][C:6]=1[O:7][C:8]1[C:13]([NH2:14])=[CH:12][CH:11]=[C:10]([O:17][CH3:18])[N:9]=1)([CH3:4])([CH3:2])[CH3:3]. Procedure details: To a solution of 2a (580 mg, 1.9 mmol) in a 1:1 mixture of ethyl acetate and methanol (6 mL) was added palladium on charcoal (10% wt, 300 mg, 0.28 mmol). The mixture was stirred under 40 psi atmosphere of hydrogen. After 30 min, the solution was filtered over Celite® and the resulting solution was concentrated to afford the title compound 2b as a dark solution (500 mg, 96% yield). 2b was used in the next step without any further purification. [M+H]+=273.21. 1H NMR (500 MHz, CD3OD) δ ppm 1.43 (m,... Reactants: ClC1=CC=C(C=N1)C=NC=1SC=CN1 (N-[(6-chloro-3-pyridinyl)methylene]-2-thiazolamine), product, [BH4-].[Na+] (sodium borohydride), [BH4-].[Na+] (sodium borohydride), imine. The solvent is CO (methanol). Reaction conditions: time 5 minute. The product is ClC1=CC=C(C=N1)CNC=1SC=CN1 (6-chloro-N-2-thiazolyl-3-pyridinemethanamine). Reaction SMILES: [Cl:1][C:2]1[N:7]=[CH:6][C:5]([CH:8]=[N:9][C:10]2[S:11][CH:12]=[CH:13][N:14]=2)=[CH:4][CH:3]=1.[BH4-].[Na+]>CO>[Cl:1][C:2]1[N:7]=[CH:6][C:5]([CH2:8][NH:9][C:10]2[S:11][CH:12]=[CH:13][N:14]=2)=[CH:4][CH:3]=1 |f:1.2|. Reported procedure: N-[(6-chloro-3-pyridinyl)methylene]-2-thiazolamine (i.e. the product of Step A) (0.55 g, 2.46 mmol) was added portionwise to a stirred excess of sodium borohydride (0.45 g, 11.8 mmol) in methanol (30 mL). Additional portions of sodium borohydride (2×1 equivalent) were added during the addition of the imine to maintain an exothermic reaction. After addition was complete, the reaction mixture was allowed to stir for 5 min at ambient temperature. The excess reducing agent was quenched by adding gla... Reactants: CCOC(=O)C1(CNC(=O)OC(C)(C)C)CCOCC1, CO, [Na+], [OH-]. The product is CC(C)(C)OC(=O)NCC1(C(=O)O)CCOCC1. As a reaction SMILES: [C:1]([CH3:2])([CH3:3])([CH3:4])[O:5][C:6](=[O:7])[NH:8][CH2:9][C:10]1([C:16](=[O:17])[O:18][CH2:19][CH3:20])[CH2:11][CH2:12][O:13][CH2:14][CH2:15]1.[CH3:23][OH:24].[Na+:22].[OH-:21]>>[C:1]([CH3:2])([CH3:3])([CH3:4])[O:5][C:6](=[O:7])[NH:8][CH2:9][C:10]1([C:16](=[O:17])[OH:18])[CH2:11][CH2:12][O:13][CH2:14][CH2:15]1. Starting materials: CCCCc1ccc(C2CCN(S(=O)(=O)C3(C(=O)NOC4CCCCO4)CCOCC3)CC2)s1, ClCCl, CCN=C=NCCCN(C)C, CN1CCOCC1, CCOC(C)=O, Cl, NOC1CCCCO1, O, O=C(O)C(F)(F)F, On1nnc2ccccc21. Yields the product CCCCc1ccc(C2CCN(S(=O)(=O)C3(C(=O)NO)CCOCC3)CC2)s1. Reaction SMILES: [CH2:1]([CH2:2][CH2:3][CH3:4])[c:5]1[cH:6][cH:7][c:8]([CH:10]2[CH2:11][CH2:12][N:13]([S:16](=[O:17])(=[O:18])[C:19]3([C:25](=[O:26])[NH:27][O:28][CH:29]4[CH2:30][CH2:31][CH2:32][CH2:33][O:34]4)[CH2:20][CH2:21][O:22][CH2:23][CH2:24]3)[CH2:14][CH2:15]2)[s:9]1.[CH2:86]([Cl:87])[Cl:88].[CH3:43][N:44]([CH3:45])[CH2:46][CH2:47][CH2:48][N:49]=[C:50]=[N:51][CH2:52][CH3:53].[CH3:73][N:74]1[CH2:75][CH2:76][O:77][CH2:78][CH2:79]1.[CH3:80][CH2:81][O:82][C:83](=[O:84])[CH3:85].[ClH:42].[O:65]1[CH2:66][CH2:67][CH2:68][CH2:69][CH:70]1[O:71][NH2:72].[OH2:54].[OH:35][C:36]([C:37]([F:38])([F:39])[F:40])=[O:41].[OH:55][n:56]1[c:57]2[cH:58][cH:59][cH:60][cH:61][c:62]2[n:63][n:64]1>>[CH2:1]([CH2:2][CH2:3][CH3:4])[c:5]1[cH:6][cH:7][c:8]([CH:10]2[CH2:11][CH2:12][N:13]([S:16](=[O:17])(=[O:18])[C:19]3([C:25](=[O:26])[NH:27][OH:28])[CH2:20][CH2:21][O:22][CH2:23][CH2:24]3)[CH2:14][CH2:15]2)[s:9]1. Starting materials: O (water), C1(=CC=CC=C1)O (phenol), CC(C)([O-])C.[K+] (potassium tert-butoxide), FC1=NC=NC(=C1F)F (4,5,6-trifluoropyrimidine). Solvent: O1CCCC1 (tetrahydrofuran), O1CCCC1 (tetrahydrofuran). Reaction conditions: temperature 0 celsius, time 30 minute. Product: O(C1=CC=CC=C1)C1=NC=NC(=C1F)F (4-phenoxy-5,6-difluoropyrimidine). Isolated yield 68.1%. Reaction SMILES: [C:1]1([OH:7])[CH:6]=[CH:5][CH:4]=[CH:3][CH:2]=1.CC(C)([O-])C.[K+].[F:14][C:15]1[C:20]([F:21])=[C:19](F)[N:18]=[CH:17][N:16]=1.O>O1CCCC1>[O:7]([C:19]1[C:20]([F:21])=[C:15]([F:14])[N:16]=[CH:17][N:18]=1)[C:1]1[CH:6]=[CH:5][CH:4]=[CH:3][CH:2]=1 |f:1.2|. Procedure: A solution of 42.4 g (0.45 mol) of phenol and 50.4 g (0.45 mol) of potassium tert-butoxide in 400 ml of tetrahydrofuran is added dropwise at 0° C. to a solution of 80 g (0.6 mol) of 4,5,6-trifluoropyrimidine in 1 l of tetrahydrofuran. When the addition was complete, the reaction mixture was stirred for 30 minutes at 0° C. and then poured into water and extracted using ethyl acetate. The organic phase is dried over sodium sulphate and concentrated in vacuo, and the residue is stirred with low-boi... The reactants are ClC\C=C/1\C2=C(OCC3=C1C=CC=C3)C=CC(=C2)C(=O)OC (Methyl (E)-11-(2-chloroethylidene)-6,11-dihydrodibenz[b,e]oxepin-2-carboxylate), [N+](=O)([O-])C1=CC2=C(N=CN2)C=C1 (5-nitrobenzimidazole). Product: methyl (E)-11-[2-(5-nitro-1-benzimidazolyl)ethylidene]-6,11-dihydiodibenz[b,e]oxepin-2-carboxylate, [N+](=O)([O-])C=1C=CC2=C(N(C=N2)C\C=C/2\C3=C(OCC4=C2C=CC=C4)C=CC(=C3)C(=O)OC)C1 (methyl (E)-11-[2-(6-nitro-1-benzimidazolyl)ethylidene]-6,11-dihydrodibenz[b,e]oxepin-2-carboxylate). As a reaction SMILES: Cl[CH2:2]/[CH:3]=[C:4]1/[C:5]2[CH:18]=[C:17]([C:19]([O:21][CH3:22])=[O:20])[CH:16]=[CH:15][C:6]=2[O:7][CH2:8][C:9]2[CH:14]=[CH:13][CH:12]=[CH:11][C:10]/1=2.[N+:23]([C:26]1[CH:34]=[CH:33][C:29]2[N:30]=[CH:31][NH:32][C:28]=2[CH:27]=1)([O-:25])=[O:24]>>[N+:23]([C:26]1[CH:34]=[CH:33][C:29]2[N:30]=[CH:31][N:32]([CH2:2]/[CH:3]=[C:4]3/[C:5]4[CH:18]=[C:17]([C:19]([O:21][CH3:22])=[O:20])[CH:16]=[CH:15][C:6]=4[O:7][CH2:8][C:9]4[CH:14]=[CH:13][CH:12]=[CH:11][C:10]/3=4)[C:28]=2[CH:27]=1)([O-:25])=[O:24]. Reported procedure: Compound h, 2.0 g, and 5.2 g of 5-nitrobenzimidazole were treated in a manner similar to Example 23 to give a 1:1 mixture of Compounds E-55a and E-56a. The mixture was separated and purified by silica gel column chromatography (eluting solvent, hexane:ethyl acetate:triethylamine=10:10:1) to give 1.1 g of methyl (E)-11-[2-(5-nitro-1-benzimidazolyl)ethylidene]-6,11-dihydiodibenz[b,e]oxepin-2-carboxylate (Compound E-55a) and 0.7 g of methyl (E)-11-[2-(6-nitro-1-benzimidazolyl)ethylidene]-6,11-dihyd...